Dataset: the Open Reaction Database (ORD), a public repository of structured organic reaction records. Task: describe an organic reaction: reactants, conditions, products, and yield The reactants are ClC(c1ccccc1)(c1ccccc1)c1ccccc1, CCCCCC, O, O=C1OCCC1CO, c1ccncc1. Yields the product O=C1OCCC1COC(c1ccccc1)(c1ccccc1)c1ccccc1. RXN SMILES: [C:9]([c:10]1[cH:11][cH:12][cH:13][cH:14][cH:15]1)([c:16]1[cH:17][cH:18][cH:19][cH:20][cH:21]1)([c:22]1[cH:23][cH:24][cH:25][cH:26][cH:27]1)[Cl:28].[CH3:36][CH2:37][CH2:38][CH2:39][CH2:40][CH3:41].[OH2:35].[OH:1][CH2:2][CH:3]1[C:4](=[O:5])[O:6][CH2:7][CH2:8]1.[cH:29]1[cH:30][cH:31][n:32][cH:33][cH:34]1>>[O:1]([CH2:2][CH:3]1[C:4](=[O:5])[O:6][CH2:7][CH2:8]1)[C:9]([c:10]1[cH:11][cH:12][cH:13][cH:14][cH:15]1)([c:16]1[cH:17][cH:18][cH:19][cH:20][cH:21]1)[c:22]1[cH:23][cH:24][cH:25][cH:26][cH:27]1. The reactants are ClC1=NC(=NC(=C1)N1CC(OCC1)C1=NC2=C(N1)C=CC(=C2)Cl)N (4-chloro-6-(2-(5-chloro-1H-benzo[d]imidazol-2-yl)morpholino)pyrimidin-2-amine), FC1=C(C#N)C=CC(=C1)B1OC(C(O1)(C)C)(C)C (2-fluoro-4-(4,4,5,5-tetramethyl-1,3,2-dioxaborolan-2-yl)benzonitrile), C(=O)([O-])[O-].[Na+].[Na+] (Na2CO3). The reagents and catalysts are C=1C=CC(=CC1)[P](C=2C=CC=CC2)(C=3C=CC=CC3)[Pd]([P](C=4C=CC=CC4)(C=5C=CC=CC5)C=6C=CC=CC6)([P](C=7C=CC=CC7)(C=8C=CC=CC8)C=9C=CC=CC9)[P](C=1C=CC=CC1)(C=1C=CC=CC1)C=1C=CC=CC1 (Pd(PPh3)4). Solvent: O1CCOCC1 (1,4-dioxane), O (water). The product is NC1=NC(=CC(=N1)C1=CC(=C(C#N)C=C1)F)N1CC(OCC1)C1=NC2=C(N1)C=CC(=C2)Cl (4-{2-Amino-6-[2-(5-chloro-1H-benzimidazol-2-yl)-4-morpholinyl]-4-pyrimidinyl}-2-fluorobenzonitrile). Isolated yield 56.8%. RXN SMILES: Cl[C:2]1[CH:7]=[C:6]([N:8]2[CH2:13][CH2:12][O:11][CH:10]([C:14]3[NH:18][C:17]4[CH:19]=[CH:20][C:21]([Cl:23])=[CH:22][C:16]=4[N:15]=3)[CH2:9]2)[N:5]=[C:4]([NH2:24])[N:3]=1.[F:25][C:26]1[CH:33]=[C:32](B2OC(C)(C)C(C)(C)O2)[CH:31]=[CH:30][C:27]=1[C:28]#[N:29].C([O-])([O-])=O.[Na+].[Na+]>O1CCOCC1.O.C1C=CC([P]([Pd]([P](C2C=CC=CC=2)(C2C=CC=CC=2)C2C=CC=CC=2)([P](C2C=CC=CC=2)(C2C=CC=CC=2)C2C=CC=CC=2)[P](C2C=CC=CC=2)(C2C=CC=CC=2)C2C=CC=CC=2)(C2C=CC=CC=2)C2C=CC=CC=2)=CC=1>[NH2:24][C:4]1[N:3]=[C:2]([C:32]2[CH:31]=[CH:30][C:27]([C:28]#[N:29])=[C:26]([F:25])[CH:33]=2)[CH:7]=[C:6]([N:8]2[CH2:13][CH2:12][O:11][CH:10]([C:14]3[NH:18][C:17]4[CH:19]=[CH:20][C:21]([Cl:23])=[CH:22][C:16]=4[N:15]=3)[CH2:9]2)[N:5]=1 |f:2.3.4,^1:59,61,80,99|. Procedure details: To a suspension of 4-chloro-6-(2-(5-chloro-1H-benzo[d]imidazol-2-yl)morpholino)pyrimidin-2-amine (200 mg, 0.548 mmol), 2-fluoro-4-(4,4,5,5-tetramethyl-1,3,2-dioxaborolan-2-yl)benzonitrile (176 mg, 0.712 mmol) and Na2CO3 (145 mg, 1.369 mmol) in 1,4-dioxane (2.4 mL) and water (0.8 mL) under nitrogen was added Pd(PPh3)4 (63.3 mg, 0.055 mmol). The reaction vessel was sealed and heated in Biotage Initiator using initial high to 140° C. for 1 hour. The reaction mixture was partitioned between EtOAc/TH... The reactants are [BH4-].[Na+] (NaBH4), BrC1=CC(=NC(=C1)C(=O)OCC)C(=O)OCC (diethyl 4-bromopyridine-2,6-dicarboxylate). Run in CCO (EtOH). Yields the product BrC1=CC(=NC(=C1)CO)CO (4-Bromopyridine-2,6-dimethanol). Isolated yield 83.7%. RXN SMILES: [BH4-].[Na+].[Br:3][C:4]1[CH:9]=[C:8]([C:10](OCC)=[O:11])[N:7]=[C:6]([C:15](OCC)=[O:16])[CH:5]=1>CCO>[Br:3][C:4]1[CH:9]=[C:8]([CH2:10][OH:11])[N:7]=[C:6]([CH2:15][OH:16])[CH:5]=1 |f:0.1|. Reported procedure: The title compound was synthesized via modification of Acta Chem. Scand. B42, 373, 1988. A mixture of NaBH4 (6.8 g, 180 mmol), diethyl 4-bromopyridine-2,6-dicarboxylate (12.1 g, 40 mmol) in absolute EtOH (500 mL) was heated under reflux for 18 h. The solvent was removed in vacuo and the residue was treated with hot saturated aqueous NaHCO3. The mixture was extracted with EtOAc, the combined organic phase was dried (Na2SO4) and evaporated. The dried material was recrystallized from EtOAc to give ... Starting materials: O=C1CCCC(=O)O1, COCCN1CCNCC1, C1COCCO1. The product is COCCN1CCN(C(=O)CCCC(=O)O)CC1. RXN SMILES: [C:1]1(=[O:8])[CH2:2][CH2:3][CH2:4][C:5](=[O:6])[O:7]1.[CH3:9][O:10][CH2:11][CH2:12][N:13]1[CH2:14][CH2:15][NH:16][CH2:17][CH2:18]1.[O:19]1[CH2:20][CH2:21][O:22][CH2:23][CH2:24]1>>[C:1]([CH2:2][CH2:3][CH2:4][C:5](=[O:6])[N:16]1[CH2:15][CH2:14][N:13]([CH2:12][CH2:11][O:10][CH3:9])[CH2:18][CH2:17]1)([OH:7])=[O:8].